From a dataset of the Open Reaction Database (ORD), a public repository of structured organic reaction records. describe an organic reaction: reactants, conditions, products, and yield Reactants: [Li+].[OH-] (LiOH), COC(C(C)(NC(=O)C=1C=CC2=C(SC=C2)C1OCC1=CC=C(C=C1)C(F)(F)F)C)=O (2-methyl-2-{[7-(4-trifluoromethyl-benzyloxy)-benzo[b]thiophene-6-carbonyl]-amino}-propionic acid methyl ester), Cl (HCl). Run in C(C)(=O)OCC (ethyl acetate), O1CCOCC1 (1,4-dioxane). Conditions: temperature 60 celsius, time 8 hour. Yields the product CC(C(=O)O)(C)NC(=O)C=1C=CC2=C(SC=C2)C1OCC1=CC=C(C=C1)C(F)(F)F (2-methyl-2-{[7-(4-trifluoromethyl-benzyloxy)-benzo[b]thiophene-6-carbonyl]-amino}-propionic acid). Isolated yield 100.2%. RXN SMILES: C[O:2][C:3](=[O:31])[C:4]([CH3:30])([NH:6][C:7]([C:9]1[CH:10]=[CH:11][C:12]2[CH:16]=[CH:15][S:14][C:13]=2[C:17]=1[O:18][CH2:19][C:20]1[CH:25]=[CH:24][C:23]([C:26]([F:29])([F:28])[F:27])=[CH:22][CH:21]=1)=[O:8])[CH3:5].[Li+].[OH-].Cl>O1CCOCC1.C(OCC)(=O)C>[CH3:30][C:4]([NH:6][C:7]([C:9]1[CH:10]=[CH:11][C:12]2[CH:16]=[CH:15][S:14][C:13]=2[C:17]=1[O:18][CH2:19][C:20]1[CH:21]=[CH:22][C:23]([C:26]([F:28])([F:29])[F:27])=[CH:24][CH:25]=1)=[O:8])([CH3:5])[C:3]([OH:31])=[O:2] |f:1.2|. Procedure: 308 mg 2-methyl-2-{[7-(4-trifluoromethyl-benzyloxy)-benzo[b]thiophene-6-carbonyl]-amino}-propionic acid methyl ester was dissolved in 5 ml of 1,4-dioxane. To this was added 3.4 ml of 1 M LiOH (aq), and the reaction was stirred for 1 h at 60° C. and overnight at room temperature. The reaction mixture was diluted with 10 ml of ethyl acetate, acidified to pH 3 with 2N HCl (aq) and extracted with 10 ml ethyl acetate four times. The combined organic layers were washed with brine, dried over sodium su...